Task: describe an organic reaction: reactants, conditions, products, and yield. Dataset: the Open Reaction Database (ORD), a public repository of structured organic reaction records Starting materials: [Li]CCCC, COCCOCOc1ccc(C=O)c(OC)c1, C[P+](c1ccccc1)(c1ccccc1)c1ccccc1, C1CCOC1, O. Product: C=Cc1ccc(OCOCCOC)cc1OC. As a reaction SMILES: [CH2:1]([Li:2])[CH2:3][CH2:4][CH3:5].[CH3:26][O:27][c:28]1[c:29]([CH:30]=[O:31])[cH:32][cH:33][c:34]([O:36][CH2:37][O:38][CH2:39][CH2:40][O:41][CH3:42])[cH:35]1.[CH3:6][P+:7]([c:8]1[cH:9][cH:10][cH:11][cH:12][cH:13]1)([c:14]1[cH:15][cH:16][cH:17][cH:18][cH:19]1)[c:20]1[cH:21][cH:22][cH:23][cH:24][cH:25]1.[O:44]1[CH2:45][CH2:46][CH2:47][CH2:48]1.[OH2:43]>>[CH2:1]=[CH:30][c:29]1[c:28]([O:27][CH3:26])[cH:35][c:34]([O:36][CH2:37][O:38][CH2:39][CH2:40][O:41][CH3:42])[cH:33][cH:32]1. Yields the product O=C(O)C=Cc1ccc(S(=O)(=O)N2CCN(C(c3ccc(F)cc3)c3ccc(F)cc3)CC2)cc1. As a reaction SMILES: [Cl:27][S:28](=[O:29])(=[O:30])[c:31]1[cH:32][cH:33][c:34]([CH:37]=[CH:38][C:39](=[O:40])[OH:41])[cH:35][cH:36]1.[ClH:42].[F:1][c:2]1[cH:3][cH:4][c:5]([CH:8]([N:9]2[CH2:10][CH2:11][NH:12][CH2:13][CH2:14]2)[c:15]2[cH:16][cH:17][c:18]([F:21])[cH:19][cH:20]2)[cH:6][cH:7]1.[Na+:26].[O-:22][C:23]([OH:24])=[O:25].[O:43]1[CH2:44][CH2:45][O:46][CH2:47][CH2:48]1.[OH2:49]>>[F:1][c:2]1[cH:3][cH:4][c:5]([CH:8]([N:9]2[CH2:10][CH2:11][N:12]([S:28](=[O:29])(=[O:30])[c:31]3[cH:32][cH:33][c:34]([CH:37]=[CH:38][C:39](=[O:40])[OH:41])[cH:35][cH:36]3)[CH2:13][CH2:14]2)[c:15]2[cH:16][cH:17][c:18]([F:21])[cH:19][cH:20]2)[cH:6][cH:7]1. Reactants: O=C(O)C=Cc1ccc(S(=O)(=O)Cl)cc1, Cl, Fc1ccc(C(c2ccc(F)cc2)N2CCNCC2)cc1, [Na+], O=C([O-])O, C1COCCO1, O. Starting materials: OC1=CC=C(CN2C(=NC(=C2CO)Cl)CCCC)C=C1 (1-(4-hydroxybenzyl)-2-butyl-4-chloro-5-hydroxymethylimidazole), C[O-].[Na+] (sodium methylate), BrCC=1C(=CC=CC1)C#N (α-bromo-o-tolunitrile). The solvent is CN(C)C=O (DMF), CN(C)C=O (DMF). Run at time 0.25 hour. Product: C(#N)C1=C(COC2=CC=C(CN3C(=NC(=C3CO)Cl)CCCC)C=C2)C=CC=C1 (1-[4-(2-cyanobenzyloxy)benzyl]-2-butyl-4-chloro-5-hydroxymethylimidazole). Isolated yield 54.7%. As a reaction SMILES: [OH:1][C:2]1[CH:20]=[CH:19][C:5]([CH2:6][N:7]2[C:11]([CH2:12][OH:13])=[C:10]([Cl:14])[N:9]=[C:8]2[CH2:15][CH2:16][CH2:17][CH3:18])=[CH:4][CH:3]=1.C[O-].[Na+].Br[CH2:25][C:26]1[C:27]([C:32]#[N:33])=[CH:28][CH:29]=[CH:30][CH:31]=1>CN(C=O)C>[C:32]([C:27]1[CH:28]=[CH:29][CH:30]=[CH:31][C:26]=1[CH2:25][O:1][C:2]1[CH:3]=[CH:4][C:5]([CH2:6][N:7]2[C:11]([CH2:12][OH:13])=[C:10]([Cl:14])[N:9]=[C:8]2[CH2:15][CH2:16][CH2:17][CH3:18])=[CH:19][CH:20]=1)#[N:33] |f:1.2|. Procedure details: To a solution of 1.00 g of 1-(4-hydroxybenzyl)-2-butyl-4-chloro-5-hydroxymethylimidazole in 15 mL of DMF at 25° was added 0.185 g of sodium methylate, and the resulting mixture was stirred at 25° for 0.25 hours. To this mixture was then added a solution of 0.80 g of α-bromo-o-tolunitrile in 5 mL of DMF. The reaction mixture was stirred at 25° for 16 hours. The solvent was removed in vacuo, and the residue dissolved in ethyl acetate. This solution was washed with water and brine, dried over anhyd... The reactants are title salt, O (water), ClC=1C=C(C=CC1)C1=CC(=NO1)[C@@H](C)OC=1N(C(=NN1)C1=CC=NC=C1)C (4-(5-{(1R)-1-[5-(3-chlorophenyl)isoxazol-3-yl]ethoxy}-4-methyl-4H-1,2,4-triazol-3-yl)pyridine), S(O)(O)(=O)=O (sulphuric acid). Solvent: CO (methanol). Yields the product S(=O)(=O)(O)O.ClC=1C=C(C=CC1)C1=CC(=NO1)[C@@H](C)OC=1N(C(=NN1)C1=CC=NC=C1)C (4-(5-{(1R)-1-[5-(3-chlorophenyl)isoxazol-3-yl]ethoxy}-4-methyl-4H-1,2,4-triazol-3-yl)pyridine sulphate). Reaction SMILES: O.[Cl:2][C:3]1[CH:4]=[C:5]([C:9]2[O:13][N:12]=[C:11]([C@H:14]([O:16][C:17]3[N:18]([CH3:28])[C:19]([C:22]4[CH:27]=[CH:26][N:25]=[CH:24][CH:23]=4)=[N:20][N:21]=3)[CH3:15])[CH:10]=2)[CH:6]=[CH:7][CH:8]=1.[S:29](=[O:33])(=[O:32])([OH:31])[OH:30]>CO>[S:29]([OH:33])([OH:32])(=[O:31])=[O:30].[Cl:2][C:3]1[CH:4]=[C:5]([C:9]2[O:13][N:12]=[C:11]([C@H:14]([O:16][C:17]3[N:18]([CH3:28])[C:19]([C:22]4[CH:23]=[CH:24][N:25]=[CH:26][CH:27]=4)=[N:20][N:21]=3)[CH3:15])[CH:10]=2)[CH:6]=[CH:7][CH:8]=1 |f:4.5|. Procedure details: An oiled salt was manufactured by evaporating a clear solution obtained by mixing 500 μl water with 33 mg 4-(5-{(1R)-1-[5-(3-chlorophenyl)isoxazol-3-yl]ethoxy}-4-methyl-4H-1,2,4-triazol-3-yl)pyridine free base, 500 μl methanol and 7 μl 98 wt-% sulphuric acid. The title salt was manufactured by recrystallising the oiled salt in 500 μl ethanol. Reactants: [H-].[Na+] (Sodium hydride), ClC=1C(=C(C=CC1)S(=O)(=O)NC=1SC=C(N1)CCO)C (3-Chloro-N-[4-(2-hydroxyethyl)-1,3-thiazol-2-yl]-2-methylbenzenesulfonamide), C(C)I (ethyl iodide). Solvent: O1CCCC1 (tetrahydrofuran). Reaction conditions: time 15 minute. Product: ClC=1C(=C(C=CC1)S(=O)(=O)NC=1SC=C(N1)CCOCC)C (3-Chloro-N-[4-(2-ethoxyethyl)-1,3-thiazol-2-yl]-2-methylbenzenesulfonamide). RXN SMILES: [H-].[Na+].[Cl:3][C:4]1[C:5]([CH3:22])=[C:6]([S:10]([NH:13][C:14]2[S:15][CH:16]=[C:17]([CH2:19][CH2:20][OH:21])[N:18]=2)(=[O:12])=[O:11])[CH:7]=[CH:8][CH:9]=1.[CH2:23](I)[CH3:24]>O1CCCC1>[Cl:3][C:4]1[C:5]([CH3:22])=[C:6]([S:10]([NH:13][C:14]2[S:15][CH:16]=[C:17]([CH2:19][CH2:20][O:21][CH2:23][CH3:24])[N:18]=2)(=[O:11])=[O:12])[CH:7]=[CH:8][CH:9]=1 |f:0.1|. Procedure details: Sodium hydride (95% dry, 80 mg, 3.23 mmol) was added to a stirred solution of EXAMPLE 181A (426 mg, 1.28 mmol) in tetrahydrofuran (10 mL) at room temperature. After stirring for 15 min, the mixture was treated with ethyl iodide (400 mg, 2.56 mmol). The reaction mixture was stirred for 2 h at 55° C. and then quenched with aqueous HCl (1 M, 1 mL) and water was added. The product was extracted with DCM and dried (Sodium sulfate). Evaporation of the solvent gave a residue which was purified by flash... Starting materials: CCOC(C)=O, CCN(C(C)C)C(C)C, N#Cc1cc([N+](=O)[O-])ccc1Cl, Nc1ccccc1. Yields the product N#Cc1cc([N+](=O)[O-])ccc1Nc1ccccc1. As a reaction SMILES: [CH3:29][CH2:30][O:31][C:32]([CH3:33])=[O:34].[CH:20]([N:21]([CH:22]([CH3:23])[CH3:24])[CH2:25][CH3:26])([CH3:27])[CH3:28].[Cl:1][c:2]1[c:3]([C:4]#[N:5])[cH:6][c:7]([N+:10](=[O:11])[O-:12])[cH:8][cH:9]1.[NH2:13][c:14]1[cH:15][cH:16][cH:17][cH:18][cH:19]1>>[c:2]1([NH:13][c:14]2[cH:15][cH:16][cH:17][cH:18][cH:19]2)[c:3]([C:4]#[N:5])[cH:6][c:7]([N+:10](=[O:11])[O-:12])[cH:8][cH:9]1.